From a dataset of the Open Reaction Database (ORD), a public repository of structured organic reaction records. describe an organic reaction: reactants, conditions, products, and yield Reactants: C(C)(=O)OC(C)=O (acetic anhydride), C1(=CC=CC=C1)NN (phenylhydrazine), COC=1C=CC=CC1S(=O)(=O)OCC(=O)C1=CC=CC=C1 (3-methoxy-4-benzenesulphonyloxy-acetophenone). Run in C1=CC=CC=C1 (benzene). Yields the product C1(=CC=CC=C1)NN=C(COS(=O)(=O)C1=C(C=CC=C1)OC)C1=CC=CC=C1 (3-methoxy-4-benzenesulphonyloxy-acetophenone-phenylhydrazone). As a reaction SMILES: C(OC(=O)C)(=O)C.[C:8]1([NH:14][NH2:15])[CH:13]=[CH:12][CH:11]=[CH:10][CH:9]=1.[CH3:16][O:17][C:18]1[CH:19]=[CH:20][CH:21]=[CH:22][C:23]=1[S:24]([O:27][CH2:28][C:29]([C:31]1[CH:36]=[CH:35][CH:34]=[CH:33][CH:32]=1)=O)(=[O:26])=[O:25]>C1C=CC=CC=1>[C:8]1([NH:14][N:15]=[C:29]([C:31]2[CH:36]=[CH:35][CH:34]=[CH:33][CH:32]=2)[CH2:28][O:27][S:24]([C:23]2[CH:22]=[CH:21][CH:20]=[CH:19][C:18]=2[O:17][CH3:16])(=[O:26])=[O:25])[CH:13]=[CH:12][CH:11]=[CH:10][CH:9]=1. Reported procedure: Into a reactor, equipped with a Dean-Stark separator, were introduced 100 ml of benzene, 1 ml of acetic anhydride, 10.8g (0.1 mol) of phenylhydrazine and 30.6 g (0.1 mol) of 3-methoxy-4-benzenesulphonyloxy-acetophenone. The reaction medium was stired and refluxed for 1 hour. Starting materials: Cl (hydrochloric acid), COC(COC1=C2C(=C(C(=NC2=C(C=C1)F)OC(F)F)CC1=CC=C(C=C1)Cl)C)=O ([3-(4-chlorobenzyl)-2-difluoromethoxy-8-fluoro-4-methylquinolin-5-yloxy]acetic acid methyl ester), O1CCCC1 (tetrahydrofuran), [OH-].[Li+] (lithium hydroxide). Run in CO (methanol). Product: ClC1=CC=C(CC=2C(=NC3=C(C=CC(=C3C2C)OCC(=O)O)F)OC(F)F)C=C1 ([3-(4-chlorobenzyl)-2-difluoromethoxy-8-fluoro-4-methylquinolin-5-yloxy]-acetic Acid). RXN SMILES: C[O:2][C:3](=[O:30])[CH2:4][O:5][C:6]1[CH:15]=[CH:14][C:13]([F:16])=[C:12]2[C:7]=1[C:8]([CH3:29])=[C:9]([CH2:21][C:22]1[CH:27]=[CH:26][C:25]([Cl:28])=[CH:24][CH:23]=1)[C:10]([O:17][CH:18]([F:20])[F:19])=[N:11]2.O1CCCC1.[OH-].[Li+].Cl>CO>[Cl:28][C:25]1[CH:24]=[CH:23][C:22]([CH2:21][C:9]2[C:10]([O:17][CH:18]([F:19])[F:20])=[N:11][C:12]3[C:7]([C:8]=2[CH3:29])=[C:6]([O:5][CH2:4][C:3]([OH:30])=[O:2])[CH:15]=[CH:14][C:13]=3[F:16])=[CH:27][CH:26]=1 |f:2.3|. Procedure details: A solution of [3-(4-chlorobenzyl)-2-difluoromethoxy-8-fluoro-4-methylquinolin-5-yloxy]acetic acid methyl ester (0.45 g), tetrahydrofuran (5.0 mL), methanol (5.0 mL) and 1.0 M aqueous lithium hydroxide solution (1.3 mL) was stirred at room temperature for 18 hours. The solution was acidified by the addition of 1.0 M aqueous hydrochloric acid and extracted with ethyl acetate. The combined extracts were dried over magnesium sulfate and the solvent removed under reduced pressure. Crystallisation of ... The reactants are CCCCCc1c(C=CC(=O)OC)sc2cc(OC)ccc12, CO, [Na+], [OH-]. Yields the product CCCCCc1c(C=CC(=O)O)sc2cc(OC)ccc12. RXN SMILES: [CH3:1][O:2][C:3]([CH:4]=[CH:5][c:6]1[c:7]([CH2:17][CH2:18][CH2:19][CH2:20][CH3:21])[c:8]2[c:9]([s:10]1)[cH:11][c:12]([O:15][CH3:16])[cH:13][cH:14]2)=[O:22].[CH3:25][OH:26].[Na+:24].[OH-:23]>>[O:2]=[C:3]([CH:4]=[CH:5][c:6]1[c:7]([CH2:17][CH2:18][CH2:19][CH2:20][CH3:21])[c:8]2[c:9]([s:10]1)[cH:11][c:12]([O:15][CH3:16])[cH:13][cH:14]2)[OH:22]. Starting materials: Cl, Nc1ccc([N+](=O)[O-])cc1C(=O)c1ccccc1Cl, [Na+], [OH-], Cl[Sn]Cl. Yields the product Nc1ccc(N)c(C(=O)c2ccccc2Cl)c1. RXN SMILES: [ClH:25].[NH2:1][c:2]1[c:3]([C:4](=[O:5])[c:6]2[c:7]([Cl:12])[cH:8][cH:9][cH:10][cH:11]2)[cH:13][c:14]([N+:17]([O-:18])=[O:19])[cH:15][cH:16]1.[Na+:24].[OH-:23].[Sn:20]([Cl:21])[Cl:22]>>[NH2:1][c:2]1[c:3]([C:4](=[O:5])[c:6]2[c:7]([Cl:12])[cH:8][cH:9][cH:10][cH:11]2)[cH:13][c:14]([NH2:17])[cH:15][cH:16]1. Reactants: CC1C(N=C(S1)N[C@@H](C)C1=CC=C(C=C1)F)=O (5-methyl-2-((S)-1-(4-fluorophenyl)ethylamino)thiazol-4(5H)-one), BrC1=CC=C(C=C1)C1(CC1)C#N (1-(4-bromophenyl) cyclopropane carbonitrile), CC1(C(N=C(S1)N[C@@H](C)C1=C(C=CC=C1)C(F)(F)F)=O)C1=CC=C(C#N)C=C1 (4-(5-methyl-4-oxo-2-((S)-1-(2-(trifluoromethyl)phenyl)ethylamino)-4,5-dihydrothiazol-5-yl)benzonitrile). The product is FC1=CC=C(C=C1)[C@H](C)NC=1SC(C(N1)=O)(C)C1=CC=C(C=C1)C1(CC1)C#N (1-(4-(2-((S)-1-(4-fluorophenyl)ethylamino)-5-methyl-4-oxo-4,5-dihydrothiazol-5-yl)phenyl)cyclopropanecarbonitrile). RXN SMILES: [CH3:1][CH:2]1[S:6][C:5]([NH:7][C@H:8]([C:10]2[CH:15]=[CH:14][C:13]([F:16])=[CH:12][CH:11]=2)[CH3:9])=[N:4][C:3]1=[O:17].Br[C:19]1[CH:24]=[CH:23][C:22]([C:25]2([C:28]#[N:29])[CH2:27][CH2:26]2)=[CH:21][CH:20]=1.CC1(C2C=CC(C#N)=CC=2)SC(N[C@H](C2C=CC=CC=2C(F)(F)F)C)=NC1=O>>[F:16][C:13]1[CH:14]=[CH:15][C:10]([C@@H:8]([NH:7][C:5]2[S:6][C:2]([C:19]3[CH:24]=[CH:23][C:22]([C:25]4([C:28]#[N:29])[CH2:26][CH2:27]4)=[CH:21][CH:20]=3)([CH3:1])[C:3](=[O:17])[N:4]=2)[CH3:9])=[CH:11][CH:12]=1. Reported procedure: The title compound was prepared from the reaction of 5-methyl-2-((S)-1-(4-fluorophenyl)ethylamino)thiazol-4(5H)-one with 1-(4-bromophenyl) cyclopropane carbonitrile using the procedure described for 2a. MS (ESI, pos. ion) m/z: 394 (M+1). The reactants are CCCCOc1c(CNC(=O)OC(C)(C)C)n(CC(C)C)c(=O)c2ccc(C=CC(=O)OCC)cc12, CCO, Cl, [Na+], C1CCOC1, [OH-], O. Yields the product CCCCOc1c(CNC(=O)OC(C)(C)C)n(CC(C)C)c(=O)c2ccc(C=CC(=O)O)cc12. Reaction SMILES: [CH2:1]([CH2:2][CH2:3][CH3:4])[O:5][c:6]1[c:7]([CH2:28][NH:29][C:30](=[O:31])[O:32][C:33]([CH3:34])([CH3:35])[CH3:36])[n:8]([CH2:24][CH:25]([CH3:26])[CH3:27])[c:9](=[O:23])[c:10]2[cH:11][cH:12][c:13]([CH:16]=[CH:17][C:18](=[O:19])[O:20][CH2:21][CH3:22])[cH:14][c:15]12.[CH3:46][CH2:47][OH:48].[ClH:40].[Na+:38].[O:41]1[CH2:42][CH2:43][CH2:44][CH2:45]1.[OH-:37].[OH2:39]>>[CH2:1]([CH2:2][CH2:3][CH3:4])[O:5][c:6]1[c:7]([CH2:28][NH:29][C:30](=[O:31])[O:32][C:33]([CH3:34])([CH3:35])[CH3:36])[n:8]([CH2:24][CH:25]([CH3:26])[CH3:27])[c:9](=[O:23])[c:10]2[cH:11][cH:12][c:13]([CH:16]=[CH:17][C:18](=[O:19])[OH:20])[cH:14][c:15]12. Reactants: CCN(C(C)C)C(C)C, ClCCl, NCc1cn(-c2ccccc2)c2cc(Cl)ccc2c1=O, O=C=Nc1ccccc1. The product is O=C(NCc1cn(-c2ccccc2)c2cc(Cl)ccc2c1=O)Nc1ccccc1. RXN SMILES: [CH:30]([N:31]([CH2:32][CH3:33])[CH:34]([CH3:35])[CH3:36])([CH3:37])[CH3:38].[Cl:39][CH2:40][Cl:41].[NH2:1][CH2:2][c:3]1[cH:4][n:5](-[c:15]2[cH:16][cH:17][cH:18][cH:19][cH:20]2)[c:6]2[cH:7][c:8]([Cl:14])[cH:9][cH:10][c:11]2[c:12]1=[O:13].[O:21]=[C:22]=[N:23][c:24]1[cH:25][cH:26][cH:27][cH:28][cH:29]1>>[NH:1]([CH2:2][c:3]1[cH:4][n:5](-[c:15]2[cH:16][cH:17][cH:18][cH:19][cH:20]2)[c:6]2[cH:7][c:8]([Cl:14])[cH:9][cH:10][c:11]2[c:12]1=[O:13])[C:22](=[O:21])[NH:23][c:24]1[cH:25][cH:26][cH:27][cH:28][cH:29]1.